This data is from the Open Reaction Database (ORD), a public repository of structured organic reaction records. The task is: describe an organic reaction: reactants, conditions, products, and yield The solvent is O (water), C([O-])([O-])=O.[Na+].[Na+] (sodium carbonate), C(C)O (ethanol). As a reaction SMILES: [N:1]1([CH2:6][CH2:7][CH2:8][N:9]2[C:18]3[C:13](=[CH:14][C:15]([NH2:19])=[CH:16][CH:17]=3)[CH2:12][CH2:11][CH2:10]2)[CH2:5][CH2:4][CH2:3][CH2:2]1.I.[S:21]1[CH:25]=[CH:24][CH:23]=[C:22]1[C:26](SC)=[NH:27]>C(O)C.O.C(=O)([O-])[O-].[Na+].[Na+]>[N:1]1([CH2:6][CH2:7][CH2:8][N:9]2[C:18]3[C:13](=[CH:14][C:15]([NH:19][C:26]([C:22]4[S:21][CH:25]=[CH:24][CH:23]=4)=[NH:27])=[CH:16][CH:17]=3)[CH2:12][CH2:11][CH2:10]2)[CH2:5][CH2:4][CH2:3][CH2:2]1 |f:1.2,5.6.7|. Reaction conditions: time 8 hour. Reported procedure: To a stirred solution of 1-(3-(pyrrolidin-1-yl)propyl)-1,2,3,4-tetrahydroquinolin-6-amine (115 mg, 0.443 mmol) in ethanol (6 ml) under argon was added methyl thiophene-2-carbimidothioate hydroiodide (253 mg, 0.887 mmol). The reaction mixture was stirred overnight at room temperature. The mixture was then diluted with water and sodium carbonate and extracted with dichloromethane (3×). The combined organics were dried, filtered and concentrated, then chromatographed on silica gel using ethyl aceta... The product is N1(CCCC1)CCCN1CCCC2=CC(=CC=C12)NC(=N)C=1SC=CC1 (N-(1-(3-(pyrrolidin-1-yl)propyl)-1,2,3,4-tetrahydroquinolin-6-yl)thiophene-2-carboximidamide). The reactants are N1(CCCC1)CCCN1CCCC2=CC(=CC=C12)N (1-(3-(pyrrolidin-1-yl)propyl)-1,2,3,4-tetrahydroquinolin-6-amine), I.S1C(=CC=C1)C(=N)SC (methyl thiophene-2-carbimidothioate hydroiodide). Isolated yield 72.9%. Reactants: BrC1=C(C=C)C=CC=C1 (o-bromostyrene), C(C(C)C)[Mg]Br (isobutylmagnesium bromide), bis(1,3-diphenylphosphino)propanenickel(II) chloride, C(C(C)C)[Mg]Br (isobutylmagnesium bromide). Solvent: C(C)OCC (diethyl ether), C(C)OCC (diethyl ether), C(C)OCC (diethyl ether). Yields the product C(C(C)C)C1=C(C=C)C=CC=C1 (o-isobutylstyrene). As a reaction SMILES: Br[C:2]1[CH:9]=[CH:8][CH:7]=[CH:6][C:3]=1[CH:4]=[CH2:5].[CH2:10]([Mg]Br)[CH:11]([CH3:13])[CH3:12]>C(OCC)C>[CH2:10]([C:2]1[CH:9]=[CH:8][CH:7]=[CH:6][C:3]=1[CH:4]=[CH2:5])[CH:11]([CH3:13])[CH3:12]. Procedure: In a 15-liter separable four-necked flask equipped with a stirrer and a reflux condenser were placed 3 liters of sufficiently dried diethyl ether, 915 g (5 moles) of o-bromostyrene and 31 g of bis(1,3-diphenylphosphino)propanenickel(II) chloride, and the above-mentioned diethyl ether solution of isobutylmagnesium bromide was added thereto dropwise with stirring at room temperature. After the completion of the addition, stirring was continued under the reflux of diethyl ether, until the reaction ... Starting materials: C1CCOC1, O=C(O)CC1CCOc2cc(S(=O)(=O)c3cccc(F)c3)ccc21. Yields the product O=S(=O)(c1cccc(F)c1)c1ccc2c(c1)OCCC2CCO. As a reaction SMILES: [CH2:25]1[O:26][CH2:27][CH2:28][CH2:29]1.[F:1][c:2]1[cH:3][c:4]([S:8](=[O:9])(=[O:10])[c:11]2[cH:12][cH:13][c:14]3[c:19]([cH:20]2)[O:18][CH2:17][CH2:16][CH:15]3[CH2:21][C:22](=[O:23])[OH:24])[cH:5][cH:6][cH:7]1>>[F:1][c:2]1[cH:3][c:4]([S:8](=[O:9])(=[O:10])[c:11]2[cH:12][cH:13][c:14]3[c:19]([cH:20]2)[O:18][CH2:17][CH2:16][CH:15]3[CH2:21][CH2:22][OH:23])[cH:5][cH:6][cH:7]1. Reactants: octadecyl silica gel, COC1=CC=C(C(C2=CC=C(C=C2)OC)(C2=CC=CC=C2)[C@@]2(C[C@@H](O[C@@H]2COC(C2=CC=C(C=C2)OC)(C2=CC=C(C=C2)OC)C2=CC=CC=C2)N2C(=O)NC(=O)C(C)=C2)O)C=C1 (3′,5′-O-bis(4,4′-dimethoxytrityl)thymidine). Run in C(C)#N.O (acetonitrile water). The product is C(CCC)CC(=O)O[C@H]1C[C@@H](O[C@@H]1COC(C1=CC=C(C=C1)OC)(C1=CC=C(C=C1)OC)C1=CC=CC=C1)N1C(=O)NC(=O)C(C)=C1 (5′-O-(4,4′-dimethoxytrityl)thymidine-(n-butyl acetate)). RXN SMILES: COC1C=CC(C([C@@:22]2([OH:61])[C@@H:26]([CH2:27][O:28][C:29]([C:46]3[CH:51]=[CH:50][CH:49]=[CH:48][CH:47]=3)(C3C=CC(OC)=CC=3)[C:30]3[CH:35]=[CH:34][C:33]([O:36][CH3:37])=[CH:32][CH:31]=3)[O:25][C@@H:24]([N:52]3[CH:60]=[C:58]([CH3:59])[C:56](=[O:57])[NH:55][C:53]3=[O:54])[CH2:23]2)(C2C=CC=CC=2)C2C=CC(OC)=CC=2)=CC=1>C(#N)C.O>[CH2:47]([CH2:46][C:29]([O:61][C@@H:22]1[C@@H:26]([CH2:27][O:28][C:29]([C:46]2[CH:47]=[CH:48][CH:49]=[CH:50][CH:51]=2)([C:30]2[CH:31]=[CH:32][C:33]([O:36][CH3:37])=[CH:34][CH:35]=2)[C:30]2[CH:31]=[CH:32][C:33]([O:36][CH3:37])=[CH:34][CH:35]=2)[O:25][C@@H:24]([N:52]2[CH:60]=[C:58]([CH3:59])[C:56](=[O:57])[NH:55][C:53]2=[O:54])[CH2:23]1)=[O:28])[CH2:48][CH2:49][CH3:50] |f:1.2|. Procedure details: To a stirred solution of 40.0 g of thymidine (0.165 mol) in 500 mL of pyridine was added 56.0 g of dimethoxytrityl chloride (0.165 mol), and the mixture was stirred at room temperature for 3 hours. To the mixture, 16.7 g of sodium hydrogen carbonate was added. The resulting mixture was stirred at room temperature for 30 min and evaporated under a reduced pressure. To the residue was added 500 mL of n-butyl acetate. To the stirred mixture was added 500 mL of water and the mixture was stirred for ... Reactants: O=C([O-])[O-], [Cl-], ClCCl, CCOC(=O)c1c[nH]nc1C(F)(F)F, [K+], [K+], [NH4+], CN(C)C=O, O, O=C(NC1CCc2cc(CO)ccc21)OCc1ccccc1, O=S(Cl)Cl. As a reaction SMILES: [C:41](=[O:42])([O-:43])[O-:44].[Cl-:55].[Cl:47][CH2:48][Cl:49].[F:27][C:28]([c:29]1[n:30][nH:31][cH:32][c:33]1[C:34](=[O:35])[O:36][CH2:37][CH3:38])([F:39])[F:40].[K+:45].[K+:46].[NH4+:56].[O:50]=[CH:51][N:52]([CH3:53])[CH3:54].[OH2:57].[OH:1][CH2:2][c:3]1[cH:4][c:5]2[c:9]([cH:10][cH:11]1)[CH:8]([NH:12][C:13]([O:14][CH2:15][c:16]1[cH:17][cH:18][cH:19][cH:20][cH:21]1)=[O:22])[CH2:7][CH2:6]2.[S:23]([Cl:24])([Cl:25])=[O:26]>>[CH2:2]([c:3]1[cH:4][c:5]2[c:9]([cH:10][cH:11]1)[CH:8]([NH:12][C:13]([O:14][CH2:15][c:16]1[cH:17][cH:18][cH:19][cH:20][cH:21]1)=[O:22])[CH2:7][CH2:6]2)[n:31]1[n:30][c:29]([C:28]([F:27])([F:39])[F:40])[c:33]([C:34](=[O:35])[O:36][CH2:37][CH3:38])[cH:32]1. Yields the product CCOC(=O)c1cn(Cc2ccc3c(c2)CCC3NC(=O)OCc2ccccc2)nc1C(F)(F)F.